This data is from the Open Reaction Database (ORD), a public repository of structured organic reaction records. The task is: describe an organic reaction: reactants, conditions, products, and yield Reactants: CCO, COc1cnc(CN2C(=O)c3ccccc3C2=O)nc1O. Product: COc1cnc(CN)nc1O. As a reaction SMILES: [CH3:22][CH2:23][OH:24].[OH:1][c:2]1[n:3][c:4]([CH2:10][N:11]2[C:12](=[O:13])[c:14]3[c:15]([cH:16][cH:17][cH:18][cH:19]3)[C:20]2=[O:21])[n:5][cH:6][c:7]1[O:8][CH3:9]>>[OH:1][c:2]1[n:3][c:4]([CH2:10][NH2:11])[n:5][cH:6][c:7]1[O:8][CH3:9]. Procedure: (Step 2) A suspension of 2-cyano-2-(3,4-dichloro-5-oxo-2,5-dihydrofuran-2-yl)acetamide (0.87 g), 1-[5-fluoro-2-(pyrrolidin-1-ylsulfonyl)phenyl]methanamine hydrochloride obtained in Step 1 (1.15 g) and potassium carbonate (1.54 g) in ethanol (10 ml) was stirred overnight at 70° C. The reaction solution was filtered through celite, and concentrated under reduced pressure. The residue was purified by basic silica gel column chromatography (ethyl acetate:hexane=7:3→1:0). The obtained residue was dis... Reactants: C(#N)C(C(=O)N)C1OC(C(=C1Cl)Cl)=O (2-cyano-2-(3,4-dichloro-5-oxo-2,5-dihydrofuran-2-yl)acetamide), Cl.FC=1C=CC(=C(C1)CN)S(=O)(=O)N1CCCC1 (1-[5-fluoro-2-(pyrrolidin-1-ylsulfonyl)phenyl]methanamine hydrochloride), C([O-])([O-])=O.[K+].[K+] (potassium carbonate). Yield: 24.0%. Reaction conditions: temperature 70 celsius, time 8 hour. The solvent is C(C)O (ethanol). Yields the product Cl.ClC=1C=C(C(N(C1)CC1=C(C=CC(=C1)F)S(=O)(=O)N1CCCC1)=N)C(=O)N (5-chloro-1-[5-fluoro-2-(pyrrolidin-1-ylsulfonyl)benzyl]-2-imino-1,2-dihydropyridine-3-carboxamide hydrochloride). RXN SMILES: [C:1]([CH:3]([CH:7]1[C:11]([Cl:12])=[C:10](Cl)C(=O)O1)[C:4]([NH2:6])=[O:5])#[N:2].Cl.[F:16][C:17]1[CH:18]=[CH:19][C:20]([S:25]([N:28]2[CH2:32][CH2:31][CH2:30][CH2:29]2)(=[O:27])=[O:26])=[C:21]([CH2:23][NH2:24])[CH:22]=1.C(=O)([O-])[O-].[K+].[K+]>C(O)C>[ClH:12].[Cl:12][C:11]1[CH:7]=[C:3]([C:4]([NH2:6])=[O:5])[C:1](=[NH:2])[N:24]([CH2:23][C:21]2[CH:22]=[C:17]([F:16])[CH:18]=[CH:19][C:20]=2[S:25]([N:28]2[CH2:32][CH2:31][CH2:30][CH2:29]2)(=[O:27])=[O:26])[CH:10]=1 |f:1.2,3.4.5,7.8|.